This data is from the Open Reaction Database (ORD), a public repository of structured organic reaction records. The task is: describe an organic reaction: reactants, conditions, products, and yield The reactants are O=C1CC(CCC1)C(=O)OC (methyl 3-oxocyclohexanecarboxylate), C(O)([O-])=O.[Na+] (sodium hydrogen carbonate), C(CO)O (ethylene glycol), O.C1(=CC=C(C=C1)S(=O)(=O)O)C (para-toluenesulfonic acid monohydrate). The solvent is C1(=CC=CC=C1)C (toluene), C1(=CC=CC=C1)C (toluene), C1(=CC=CC=C1)C.O (toluene water). Run at temperature 95 celsius. Product: C1OC2(CC(CCC2)C(=O)OC)OC1 (METHYL 3,3-(ETHYLENEDIOXY)CYCLOHEXANECARBOXYLATE). Reaction SMILES: [O:1]=[C:2]1[CH2:7][CH2:6][CH2:5][CH:4]([C:8]([O:10][CH3:11])=[O:9])[CH2:3]1.[CH2:12](O)[CH2:13][OH:14].O.C1(C)C=CC(S(O)(=O)=O)=CC=1.C(=O)([O-])O.[Na+]>C1(C)C=CC=CC=1.C1(C)C=CC=CC=1.O>[CH2:12]1[CH2:13][O:14][C:2]2([CH2:7][CH2:6][CH2:5][CH:4]([C:8]([O:10][CH3:11])=[O:9])[CH2:3]2)[O:1]1 |f:2.3,4.5,7.8|. Procedure details: A solution composed of 30 g (192 mmol) of crude methyl 3-oxocyclohexanecarboxylate and 430 cm3 of toluene is introduced into a one-liter three-necked flask equipped with a Dean and Stark apparatus, and 14.3 g (230 mmol) of ethylene glycol are then added with 814 mg (4.3 mmol) of para-toluenesulfonic acid monohydrate. The mixture is heated to reflux, the toluene-water azeotrope forms instantaneously and, after 40 min, no further refluxing of azeotrope (95° C.) takes place. The mixture is maintain... The reactants are CCOC(=O)C(=Cc1cccc([N+](=O)[O-])c1)OCC, CO, [K+], [OH-], O. Yields the product CCOC(=Cc1cccc([N+](=O)[O-])c1)C(=O)O. As a reaction SMILES: [CH2:3]([CH3:4])[O:5][C:6]([C:7](=[O:8])[O:9][CH2:10][CH3:11])=[CH:12][c:13]1[cH:14][c:15]([N+:19](=[O:20])[O-:21])[cH:16][cH:17][cH:18]1.[CH3:23][OH:24].[K+:2].[OH-:1].[OH2:22]>>[CH2:3]([CH3:4])[O:5][C:6]([C:7](=[O:8])[OH:9])=[CH:12][c:13]1[cH:14][c:15]([N+:19](=[O:20])[O-:21])[cH:16][cH:17][cH:18]1.